This data is from the Open Reaction Database (ORD), a public repository of structured organic reaction records. The task is: describe an organic reaction: reactants, conditions, products, and yield Starting materials: ClCCl, OC1c2ccccc2COc2cc(F)ccc21, O=S(Cl)Cl. Yields the product Fc1ccc2c(c1)OCc1ccccc1C2Cl. As a reaction SMILES: [CH2:22]([Cl:23])[Cl:24].[F:1][c:2]1[cH:3][cH:4][c:5]2[c:6]([cH:17]1)[O:7][CH2:8][c:9]1[c:10]([cH:13][cH:14][cH:15][cH:16]1)[CH:11]2[OH:12].[S:18]([Cl:19])([Cl:20])=[O:21]>>[F:1][c:2]1[cH:3][cH:4][c:5]2[c:6]([cH:17]1)[O:7][CH2:8][c:9]1[c:10]([cH:13][cH:14][cH:15][cH:16]1)[CH:11]2[Cl:20]. Reactants: NC=1C(=NC(=NC1NC1=C(C=CC=C1)OC)NCCO)C(=O)OCC (Ethyl 5-amino-2-(2-hydroxyethylamino)-6-(2-methoxyphenylamino)pyrimidine-4-carboxylate), OCCNC1=NC(=C(C(=N1)C(=O)OCC)[N+](=O)[O-])NC1=C(C=CC=C1)OC (Ethyl 2-(2-hydroxyethylamino)-6-(2-methoxyphenylamino)-5-nitropyrimidine-4-carboxylate), C(C)O (ethanol). The reagents and catalysts are [Pd] (palladium on carbon). Run at time 16 hour. Yields the product OCCNC1=NC(=C2NC(N(C2=N1)C1=C(C=CC=C1)OC)=O)C(=O)N (2-(2-HYDROXYETHYLAMINO)-9-(2-METHOXYPHENYL)-8-OXO-8,9-DIHYDRO-7H-PURINE-6-CARBOXAMIDE). The yield is 87.0%. As a reaction SMILES: [NH2:1][C:2]1[C:3]([C:21]([O:23]CC)=O)=[N:4][C:5]([NH:17][CH2:18][CH2:19][OH:20])=[N:6][C:7]=1[NH:8][C:9]1[CH:14]=[CH:13][CH:12]=[CH:11][C:10]=1[O:15][CH3:16].OCC[NH:29]C1N=C(C(OCC)=O)C([N+]([O-])=O)=C(NC2C=CC=CC=2OC)N=1.[CH2:53]([OH:55])C>[Pd]>[OH:20][CH2:19][CH2:18][NH:17][C:5]1[N:6]=[C:7]2[C:2]([NH:1][C:53](=[O:55])[N:8]2[C:9]2[CH:14]=[CH:13][CH:12]=[CH:11][C:10]=2[O:15][CH3:16])=[C:3]([C:21]([NH2:29])=[O:23])[N:4]=1. Procedure: Ethyl 5-amino-2-(2-hydroxyethylamino)-6-(2-methoxyphenylamino)pyrimidine-4-carboxylate. Ethyl 2-(2-hydroxyethylamino)-6-(2-methoxyphenylamino)-5-nitropyrimidine-4-carboxylate r. (0.250 g, 0.663 mmol) was dissolved in ethanol (20 mL) and 10% palladium on carbon (0.050 g) were added to the flask and flushed with fresh hydrogen gas and allowed to stir at room temperature. After 16 h, the reaction was filtered through celite and the filtrate condensed under reduced pressure. The crude oil was purifi... The reactants are C#CCN(CC#C)C(=O)CCC1CCCCN1Cc1cccnc1OC, CCO, [Na+], [OH-], O=S(Cl)Cl. Yields the product C#CCN(CC#C)C(=O)CCC1CCCCN1Cc1ccc[nH]c1=O. RXN SMILES: [CH2:1]([C:2]#[CH:3])[N:4]([C:5]([CH2:6][CH2:7][CH:8]1[N:9]([CH2:14][c:15]2[c:16]([O:21][CH3:22])[n:17][cH:18][cH:19][cH:20]2)[CH2:10][CH2:11][CH2:12][CH2:13]1)=[O:23])[CH2:24][C:25]#[CH:26].[CH3:33][CH2:34][OH:35].[Na+:32].[OH-:31].[S:27]([Cl:28])([Cl:29])=[O:30]>>[CH2:1]([C:2]#[CH:3])[N:4]([C:5]([CH2:6][CH2:7][CH:8]1[N:9]([CH2:14][c:15]2[c:16](=[O:21])[nH:17][cH:18][cH:19][cH:20]2)[CH2:10][CH2:11][CH2:12][CH2:13]1)=[O:23])[CH2:24][C:25]#[CH:26]. The reactants are FC=1C(=C(C(=CC1)[N+](=O)[O-])NC(C=C)C)C=C ((3-fluoro-6-nitro-2-vinylphenyl)-(1-methylallyl)amine). The reagents and catalysts are Cl[Ru](Cl)([P](C1CCCCC1)(C2CCCCC2)C3CCCCC3)([P](C4CCCCC4)(C5CCCCC5)C6CCCCC6)=CC7=CC=CC=C7 (Grubbs catalyst). Solvent: C(Cl)Cl (DCM). Reaction conditions: time 64 hour. Yields the product FC1=C2C=CC(NC2=C(C=C1)[N+](=O)[O-])C (5-Fluoro-2-methyl-8-nitro-1,2-dihydroquinoline). Yield: 65.1%. As a reaction SMILES: [F:1][C:2]1[C:3]([CH:16]=[CH2:17])=[C:4]([NH:11][CH:12]([CH3:15])C=C)[C:5]([N+:8]([O-:10])=[O:9])=[CH:6][CH:7]=1>C(Cl)Cl.Cl[Ru](=CC1C=CC=CC=1)([P](C1CCCCC1)(C1CCCCC1)C1CCCCC1)([P](C1CCCCC1)(C1CCCCC1)C1CCCCC1)Cl>[F:1][C:2]1[CH:7]=[CH:6][C:5]([N+:8]([O-:10])=[O:9])=[C:4]2[C:3]=1[CH:16]=[CH:17][CH:12]([CH3:15])[NH:11]2 |^1:29,48|. Procedure: To a solution of (3-fluoro-6-nitro-2-vinylphenyl)-(1-methylallyl)amine (134 mg, 0.567 mmol) in DCM (10 mL) was added Grubbs catalyst (2nd generation, benzylidene[1,3-bis(2,4,6-trimethylphenyl)-2-imidazolidinylidene]dichloro(tricyclohexylphosphine)ruthenium) (9.6 mg, 0.011 mmol). The reaction mixture was stirred at RT for 64 h, and then purified by column chromatography (Si—PCC, eluant 1-4% EtOAc in cyclohexane) affording recovered starting material (56 mg) and the title compound (62.8 mg). The r... The reactants are COc1cc2nc[nH]c(=O)c2c([N+](=O)[O-])c1OC, Nc1cccc(Cl)c1, CN(C)C=O, O=S(Cl)Cl. The product is COc1cc2ncnc(Nc3cccc(Cl)c3)c2c([N+](=O)[O-])c1OC. RXN SMILES: [CH3:1][O:2][c:3]1[c:4]([N+:16](=[O:17])[O-:18])[c:5]2[c:6](=[O:15])[nH:7][cH:8][n:9][c:10]2[cH:11][c:12]1[O:13][CH3:14].[Cl:24][c:25]1[cH:26][c:27]([NH2:28])[cH:29][cH:30][cH:31]1.[O:19]=[CH:20][N:21]([CH3:22])[CH3:23].[S:32]([Cl:33])([Cl:34])=[O:35]>>[CH3:1][O:2][c:3]1[c:4]([N+:16](=[O:17])[O-:18])[c:5]2[c:6]([NH:28][c:27]3[cH:26][c:25]([Cl:24])[cH:31][cH:30][cH:29]3)[n:7][cH:8][n:9][c:10]2[cH:11][c:12]1[O:13][CH3:14]. The reactants are CC(C)(C)N(C([O-])=O)C1=CC(=C(C=C1)C)Cl (1,1-dimethylethyl(3-chloro-4-methylphenyl)carbamate), C(C)Br (ethyl bromide), O1CCCC1 (tetrahydrofuran). Solvent: C(C)OCC (diethyl ether). Product: C(C)N(C(OC(C)(C)C)=O)C1=CC(=C(C=C1)C)Cl (1,1-dimethylethyl N-ethyl-N-(3-chloro-4-methylphenyl)carbamate). RXN SMILES: C[C:2]([N:5]([C:9]1[CH:14]=[CH:13][C:12]([CH3:15])=[C:11]([Cl:16])[CH:10]=1)[C:6](=[O:8])[O-:7])([CH3:4])C.[CH2:17](Br)C.O1[CH2:24][CH2:23][CH2:22]C1>C(OCC)C>[CH2:2]([N:5]([C:9]1[CH:14]=[CH:13][C:12]([CH3:15])=[C:11]([Cl:16])[CH:10]=1)[C:6](=[O:8])[O:7][C:23]([CH3:22])([CH3:24])[CH3:17])[CH3:4]. Procedure: Sodium hydride, 2.0 grams (0.05 mole) was washed repeatedly with heptane, then was stirred in 100 ml of tetrahydrofuran. To this was added 10.0 grams (0.41 mole) of 1,1-dimethylethyl(3-chloro-4-methylphenyl)carbamate (prepared in Example 4, Step A). The reaction was stirred for 5 minutes and 9.0 grams (0.083 mole) of ethyl bromide in 25 ml of tetrahydrofuran was added dropwise. Upon completion of addition the reaction mixture was stirred at ambient temperature for 16 hours. The reaction mixture ...